From a dataset of the Open Reaction Database (ORD), a public repository of structured organic reaction records. describe an organic reaction: reactants, conditions, products, and yield Starting materials: CC(C)(C)[Si](Cl)(c1ccccc1)c1ccccc1, COC1=CCC(CCO)=CC1, CN(C)C=O, CCOC(C)=O, CCCCCC, c1c[nH]cn1. RXN SMILES: [C:17]([CH3:18])([CH3:19])([CH3:20])[Si:21]([c:22]1[cH:23][cH:24][cH:25][cH:26][cH:27]1)([c:28]1[cH:29][cH:30][cH:31][cH:32][cH:33]1)[Cl:34].[CH3:1][O:2][C:3]1=[CH:4][CH2:5][C:6]([CH2:9][CH2:10][OH:11])=[CH:7][CH2:8]1.[CH3:35][N:36]([CH3:37])[CH:38]=[O:39].[CH3:40][CH2:41][O:42][C:43](=[O:44])[CH3:45].[CH3:46][CH2:47][CH2:48][CH2:49][CH2:50][CH3:51].[nH:12]1[cH:13][cH:14][n:15][cH:16]1>>[CH3:1][O:2][C:3]1=[CH:4][CH2:5][C:6]([CH2:9][CH:10]([OH:11])[Si:21]([C:17]([CH3:18])([CH3:19])[CH3:20])([c:22]2[cH:23][cH:24][cH:25][cH:26][cH:27]2)[c:28]2[cH:29][cH:30][cH:31][cH:32][cH:33]2)=[CH:7][CH2:8]1. The product is COC1=CCC(CC(O)[Si](c2ccccc2)(c2ccccc2)C(C)(C)C)=CC1. As a reaction SMILES: [Cl:1][C:2]1[N:10]=[C:9]2[C:5]([NH:6][C:7](=[O:12])[N:8]2[CH3:11])=[CH:4][N:3]=1.N12CCN(CC1)CC2.[N:21]1([C:26](Cl)=[O:27])[CH2:25][CH2:24][CH2:23][CH2:22]1.O>CN(C)C=O>[Cl:1][C:2]1[N:10]=[C:9]2[C:5]([N:6]([C:26]([N:21]3[CH2:25][CH2:24][CH2:23][CH2:22]3)=[O:27])[C:7](=[O:12])[N:8]2[CH3:11])=[CH:4][N:3]=1. Reaction conditions: time 1 hour. Procedure details: To a solution of 2-chloro-9-methyl-7,9-dihydro-8H-purine-8-one <the compound of Reference Example 1> (3.0 g) in N,N-dimethylformamide (50 ml) were added 1,4-diazabicyclo[2.2.2]octane (5.5 g) and 1-pyrrolidine carbonyl chloride (2.7 ml) and the mixture was stirred for 1 hour. The reaction mixture was poured into cold water and the crystals precipitated were collected by filtration to give the title compound 3.0 g. Yields the product ClC1=NC=C2N(C(N(C2=N1)C)=O)C(=O)N1CCCC1 (2-chloro-9-methyl-7-(pyrrolidin-1-ylcarbonyl)-7,9-dihydro-8H-purine-8-one). The solvent is CN(C=O)C (N,N-dimethylformamide). The reactants are ClC1=NC=C2NC(N(C2=N1)C)=O (2-chloro-9-methyl-7,9-dihydro-8H-purine-8-one), N12CCN(CC1)CC2 (1,4-diazabicyclo[2.2.2]octane), N1(CCCC1)C(=O)Cl (1-pyrrolidine carbonyl chloride), O (water).